describe an organic reaction: reactants, conditions, products, and yield From a dataset of the Open Reaction Database (ORD), a public repository of structured organic reaction records. Starting materials: O=C1OCCN1c1ccc([N+](=O)[O-])cc1Cl, [H][H], C1CCOC1. Product: Nc1ccc(N2CCOC2=O)c(Cl)c1. RXN SMILES: [Cl:1][c:2]1[c:3]([N:11]2[C:12](=[O:16])[O:13][CH2:14][CH2:15]2)[cH:4][cH:5][c:6]([N+:8]([O-:9])=[O:10])[cH:7]1.[H:17][H:18].[O:19]1[CH2:20][CH2:21][CH2:22][CH2:23]1>>[Cl:1][c:2]1[c:3]([N:11]2[C:12](=[O:16])[O:13][CH2:14][CH2:15]2)[cH:4][cH:5][c:6]([NH2:8])[cH:7]1. Reactants: BrC=1C=C(CO)C=CC1F (3-bromo-4-fluoro-benzyl alcohol), potassium tert.-butylate, C(C1=CC=CC=C1)Cl (benzyl chloride), O (water), Cl (hydrochloric acid). Solvent: O1CCCC1 (tetrahydrofuran). Reaction conditions: temperature 40 celsius, time 1 hour. The product is C(C1=CC=CC=C1)OCC1=CC(=C(C=C1)F)Br (3-bromo-4-fluoro-benzyl benzyl ether). The yield is 48.1%. Reaction SMILES: [Br:1][C:2]1[CH:3]=[C:4]([CH:7]=[CH:8][C:9]=1[F:10])[CH2:5][OH:6].[CH2:11](Cl)[C:12]1[CH:17]=[CH:16][CH:15]=[CH:14][CH:13]=1.O.Cl>O1CCCC1>[CH2:11]([O:6][CH2:5][C:4]1[CH:7]=[CH:8][C:9]([F:10])=[C:2]([Br:1])[CH:3]=1)[C:12]1[CH:17]=[CH:16][CH:15]=[CH:14][CH:13]=1. Procedure: 20.5 g (0.1 mol) of 3-bromo-4-fluoro-benzyl alcohol were added to a solution of 12.3 g (0.11 mol) of potassium tert.-butylate in 200 ml of tetrahydrofuran at 20° C. During this addition, the temperature increased to about 40° C. The mixture was subsequently stirred at 20° C. for about 1 hour and 12.6 g (0.1 mol) of benzyl chloride were then added dropwise to the reaction mixture. Thereafter, the mixture was heated under reflux for one hour. It was then cooled. About 200 ml of water and 50 ml of ... Reactants: C(C)OC(C(CC1=CC(=C(C=C1)O)C)OCC)=O ([rac]-2-ethoxy-3-(4-hydroxy-3-methyl-phenyl)-propionic acid ethyl ester), C1(=CC=CC=C1)P(C1=CC=CC=C1)C1=CC=CC=C1 (triphenylphosphine), COC1=CC=C(C=C1)C=1SC(=C(N1)CCO)C (2-[2-(4-methoxy-phenyl)-5-methyl-thiazol-4-yl]-ethanol), COC(CC(C(C)Br)=O)=O ([rac]-4-bromo-3-oxo-pentanoic acid methyl ester), COC1=CC=C(C(=S)N)C=C1 (4-methoxy-thiobenzamide), N(=NC(=O)OCC)C(=O)OCC (DEAD). The solvent is O1CCCC1 (tetrahydrofuran). Yields the product C(C)OC(C(CC1=CC(=C(C=C1)OCCC=1N=C(SC1C)C1=CC=C(C=C1)OC)C)OCC)=O ([rac]-2-ethoxy-3-(4-{2-[2-(4-methoxy-phenyl)-5-methyl-thiazol-4-yl]-ethoxy}-3-methyl-phenyl)-propionic acid ethyl ester). RXN SMILES: [CH2:1]([O:3][C:4](=[O:18])[CH:5]([O:15][CH2:16][CH3:17])[CH2:6][C:7]1[CH:12]=[CH:11][C:10]([OH:13])=[C:9]([CH3:14])[CH:8]=1)[CH3:2].[CH3:19][O:20][C:21]1[CH:26]=[CH:25][C:24]([C:27]2[S:28][C:29]([CH3:35])=[C:30]([CH2:32][CH2:33]O)[N:31]=2)=[CH:23][CH:22]=1.COC(=O)CC(=O)C(Br)C.COC1C=CC(C(N)=S)=CC=1.C1(P(C2C=CC=CC=2)C2C=CC=CC=2)C=CC=CC=1.N(C(OCC)=O)=NC(OCC)=O>O1CCCC1>[CH2:1]([O:3][C:4](=[O:18])[CH:5]([O:15][CH2:16][CH3:17])[CH2:6][C:7]1[CH:12]=[CH:11][C:10]([O:13][CH2:33][CH2:32][C:30]2[N:31]=[C:27]([C:24]3[CH:25]=[CH:26][C:21]([O:20][CH3:19])=[CH:22][CH:23]=3)[S:28][C:29]=2[CH3:35])=[C:9]([CH3:14])[CH:8]=1)[CH3:2]. Procedure: In analogy to the procedure described in example 1 d], [rac]-2-ethoxy-3-(4-hydroxy-3-methyl-phenyl)-propionic acid ethyl ester (example 4 c]) was reacted with 2-[2-(4-methoxy-phenyl)-5-methyl-thiazol-4-yl]-ethanol (prepared from [rac]-4-bromo-3-oxo-pentanoic acid methyl ester [PCT Int. Appl. (2001), WO 01/79202] and 4-methoxy-thiobenzamide in analogy to the procedures described in examples 12 a] and 12 b]) in tetrahydrofuran in the presence of triphenylphosphine and DEAD (diethyl azodicarboxylat... Reactants: bis[4-(3,4-dicarboxyphenoxy)phenyl]sulfonic acid dianhydride, NC1=CC=C(C=C1)S(=O)(=O)C1=CC=C(C=C1)N (bis(4-aminophenyl) sulfone), O (water). The solvent is CN1CCCC1=O (NMP). Reaction conditions: time 10 hour. Product: C1=CC(=CC=C1N)S(=O)C2=CC=C(C=C2)N (DDSO). Reaction SMILES: [NH2:1][C:2]1[CH:7]=[CH:6][C:5]([S:8]([C:11]2[CH:16]=[CH:15][C:14]([NH2:17])=[CH:13][CH:12]=2)(=O)=[O:9])=[CH:4][CH:3]=1.O>CN1C(=O)CCC1>[CH:7]1[C:2]([NH2:1])=[CH:3][CH:4]=[C:5]([S:8]([C:11]2[CH:16]=[CH:15][C:14]([NH2:17])=[CH:13][CH:12]=2)=[O:9])[CH:6]=1. Procedure details: At room temperature, 10.85 g (20 mmol) of bis[4-(3,4-dicarboxyphenoxy)phenyl]sulfonic acid dianhydride (SOPOP) was added to a solution of 4.966 g (20 mmol) of bis(4-aminophenyl) sulfone (DDSO) in 68 ml of NMP. The resulting mixture was stirred at room temperature for 10 hours. The reaction mixture was dropwise added to 1.5 liters of water to obtain a polyamic acid (SOPOP/DDSO) as a solid product in a yield of 14.2 g.